This data is from the Open Reaction Database (ORD), a public repository of structured organic reaction records. The task is: describe an organic reaction: reactants, conditions, products, and yield Starting materials: O=C([O-])O, CC(=O)O, CCCCCCCCC1(O[Si](C)(C)C)C=C(Cl)C(=O)C1=CCCCCCC(=O)OC, [Na+], C1CCOC1, O. Yields the product CCCCCCCCC1(O)C=C(Cl)C(=O)C1=CCCCCCC(=O)OC. RXN SMILES: [C:40](=[O:41])([OH:42])[O-:43].[CH3:31][C:32](=[O:33])[OH:34].[Cl:1][C:2]1=[CH:6][C:5]([O:7][Si:8]([CH3:9])([CH3:10])[CH3:11])([CH2:12][CH2:13][CH2:14][CH2:15][CH2:16][CH2:17][CH2:18][CH3:19])[C:4](=[CH:20][CH2:21][CH2:22][CH2:23][CH2:24][CH2:25][C:26](=[O:27])[O:28][CH3:29])[C:3]1=[O:30].[Na+:44].[O:35]1[CH2:36][CH2:37][CH2:38][CH2:39]1.[OH2:45]>>[Cl:1][C:2]1=[CH:6][C:5]([OH:7])([CH2:12][CH2:13][CH2:14][CH2:15][CH2:16][CH2:17][CH2:18][CH3:19])[C:4](=[CH:20][CH2:21][CH2:22][CH2:23][CH2:24][CH2:25][C:26](=[O:27])[O:28][CH3:29])[C:3]1=[O:30]. Starting materials: COC(=O)C1=NC=CC(=C1)OC1=CC(=CC=C1)N (4-(3-amino-phenoxy)-pyridine-2-carboxylic acid methyl ester), C(=O)(N1C=NC=C1)N1C=NC=C1 (1,1′-carbonyldiimidazole), CN1N=CC2=CC(=CC=C12)N (1-methyl-5-aminoindazol). Run in C(Cl)Cl (CH2Cl2), C(Cl)Cl (CH2Cl2). Reaction conditions: time 12 hour. Yields the product CN1N=CC2=CC(=CC=C12)NC(=O)NC=1C=C(OC2=CC(=NC=C2)C(=O)OC)C=CC1 (Methyl 4-[3-({[(1-methyl-1H-indazol-5-yl)amino]carbonyl}amino)phenoxy]-pyridine-2-carboxylate). Yield: 38.1%. Reaction SMILES: [CH3:1][O:2][C:3]([C:5]1[CH:10]=[C:9]([O:11][C:12]2[CH:17]=[CH:16][CH:15]=[C:14]([NH2:18])[CH:13]=2)[CH:8]=[CH:7][N:6]=1)=[O:4].[C:19]([N:26]1[CH:30]=[CH:29]N=C1)(N1C=CN=C1)=[O:20].[CH3:31][N:32]1[C:40]2[C:35](=[CH:36]C(N)=C[CH:39]=2)[CH:34]=[N:33]1>C(Cl)Cl>[CH3:31][N:32]1[C:40]2[C:35](=[CH:36][C:30]([NH:26][C:19]([NH:18][C:14]3[CH:13]=[C:12]([CH:17]=[CH:16][CH:15]=3)[O:11][C:9]3[CH:8]=[CH:7][N:6]=[C:5]([C:3]([O:2][CH3:1])=[O:4])[CH:10]=3)=[O:20])=[CH:29][CH:39]=2)[CH:34]=[N:33]1. Procedure: To a solution of 4-(3-amino-phenoxy)-pyridine-2-carboxylic acid methyl ester (0.79 g, 5.35 mmol) in CH2Cl2 (3 mL) was added 1,1′-carbonyldiimidazole (0.87 g, 5.35 mmol), and the reaction mixture was stirred at room temperature for 12 h. A solution of 1-methyl-5-aminoindazol (1.02 g, 6.96 mmol) in CH2Cl2 (4 mL) was added, and the mixture stirred at room temperature an additional 8 h. The mixture was concentrated in vacuo. Purification of the crude product by column chromatography eluted with CH2C...